From a dataset of the Open Reaction Database (ORD), a public repository of structured organic reaction records. describe an organic reaction: reactants, conditions, products, and yield Reactants: COc1cccc(-c2c(CO)ccc3ccc(OC)cc23)c1, CS(C)=O, O=C(Cl)C(=O)Cl, ClCCl. The product is COc1cccc(-c2c(C=O)ccc3ccc(OC)cc23)c1. Reaction SMILES: [CH3:1][O:2][c:3]1[cH:4][cH:5][c:6]2[cH:7][cH:8][c:9]([CH2:21][OH:22])[c:10](-[c:13]3[cH:14][c:15]([O:19][CH3:20])[cH:16][cH:17][cH:18]3)[c:11]2[cH:12]1.[CH3:29][S:30]([CH3:31])=[O:32].[Cl:23][C:24]([C:25]([Cl:26])=[O:27])=[O:28].[Cl:33][CH2:34][Cl:35]>>[CH3:1][O:2][c:3]1[cH:4][cH:5][c:6]2[cH:7][cH:8][c:9]([CH:21]=[O:22])[c:10](-[c:13]3[cH:14][c:15]([O:19][CH3:20])[cH:16][cH:17][cH:18]3)[c:11]2[cH:12]1. The reactants are OC1=C(C=C(C=C1)N=C=O)[N+](=O)[O-] (4-Hydroxy-3-nitrophenylisocyanate), NC1=CC(=C(C=C1)O)[N+](=O)[O-] (4-amino-2-nitrophenol), C(=O)(Cl)Cl (phosgene), solution, CNC (dimethylamine). Solvent: C1(=CC=CC=C1)C (toluene). Run at time 2 hour. Yields the product OC1=C(C=C(C=C1)NC(=O)N(C)C)[N+](=O)[O-] (N-(4-hydroxy-3-nitrophenyl)-N',N'-dimethylurea). Reaction SMILES: [OH:1][C:2]1[CH:7]=[CH:6][C:5]([N:8]=[C:9]=[O:10])=[CH:4][C:3]=1[N+:11]([O-:13])=[O:12].NC1C=CC(O)=C([N+]([O-])=O)C=1.C(Cl)(Cl)=O.[CH3:29][NH:30][CH3:31]>C1(C)C=CC=CC=1>[OH:1][C:2]1[CH:7]=[CH:6][C:5]([NH:8][C:9]([N:30]([CH3:31])[CH3:29])=[O:10])=[CH:4][C:3]=1[N+:11]([O-:13])=[O:12]. Procedure: 4-Hydroxy-3-nitrophenylisocyanate (15.5 g), prepared as described by H. Ulrich et al., loc. cit., from 4-amino-2-nitrophenol and phosgene, is added to 100 g of a solution of 29% by weight of dimethylamine in toluene, and the mixture is stirred at room temperature for 2 hours. Evaporation under reduced pressure leaves a residue on recrystallization from water gives N-(4-hydroxy-3-nitrophenyl)-N',N'-dimethylurea, m.pt. 142° C. Reactants: O=C(c1ncc[nH]1)c1ncc[nH]1, O=C=O, CCN(CC)CCNC(=O)c1ccc(N)c(Cl)c1, C1CCOC1, CO, ClCCl, CCOC(=O)c1ccc(N)c(Cl)c1. Yields the product Nc1ccc(C(=O)O)cc1Cl. As a reaction SMILES: [C:32]([c:33]1[nH:34][cH:35][cH:36][n:37]1)([c:38]1[nH:39][cH:40][cH:41][n:42]1)=[O:43].[C:44](=[O:45])=[O:46].[CH2:1]([N:2]([CH2:3][CH3:4])[CH2:5][CH2:6][NH:7][C:8](=[O:9])[c:10]1[cH:11][cH:12][c:13]([NH2:14])[c:15]([Cl:16])[cH:17]1)[CH3:18].[CH2:47]1[O:48][CH2:49][CH2:50][CH2:51]1.[CH3:52][OH:53].[Cl:54][CH2:55][Cl:56].[NH2:19][c:20]1[c:21]([Cl:31])[cH:22][c:23]([C:24](=[O:25])[O:26][CH2:27][CH3:28])[cH:29][cH:30]1>>[NH2:19][c:20]1[c:21]([Cl:31])[cH:22][c:23]([C:24](=[O:25])[OH:26])[cH:29][cH:30]1. Starting materials: C(C)OC(=O)C=1N=CC=2NC3=CC=C(C=C3C2C1C)C(=O)N1CCCCC1 (6-piperidinocarbonyl-4-methyl-β-carboline-3-carboxylic acid ethyl ester), COC=1C=CC(=CC1)P2(=S)SP(=S)(S2)C=3C=CC(=CC3)OC (Lawesson's reagent), O (water). The solvent is C1(=CC=CC=C1)C (toluene). Yields the product C(C)OC(=O)C=1N=CC=2NC3=CC=C(C=C3C2C1C)C(=S)N1CCCCC1 (6-piperidinothiocarbonyl-4-methyl-β-carboline-3-carboxylic acid ethyl ester). Isolated yield 127.2%. RXN SMILES: [CH2:1]([O:3][C:4]([C:6]1[N:7]=[CH:8][C:9]2[NH:10][C:11]3[C:16]([C:17]=2[C:18]=1[CH3:19])=[CH:15][C:14]([C:20]([N:22]1[CH2:27][CH2:26][CH2:25][CH2:24][CH2:23]1)=O)=[CH:13][CH:12]=3)=[O:5])[CH3:2].COC1C=CC(P2(SP(C3C=CC(OC)=CC=3)(=S)S2)=[S:37])=CC=1.O>C1(C)C=CC=CC=1>[CH2:1]([O:3][C:4]([C:6]1[N:7]=[CH:8][C:9]2[NH:10][C:11]3[C:16]([C:17]=2[C:18]=1[CH3:19])=[CH:15][C:14]([C:20]([N:22]1[CH2:27][CH2:26][CH2:25][CH2:24][CH2:23]1)=[S:37])=[CH:13][CH:12]=3)=[O:5])[CH3:2]. Procedure details: 400 mg of 6-piperidinocarbonyl-4-methyl-β-carboline-3-carboxylic acid ethyl ester is heated in 16 ml of toluene with 200 mg of Lawesson's reagent [2,4-bis(4-methoxyphenyl)-1,3-dithiaphosphetane-2,4-disulfide] for one hour to 100° C. Thereafter the mixture is combined with water and extracted twice with ethyl acetate. The ethyl acetate phase is dried, filtered, concentrated, and chromatographed over silica gel with methylene chloride/ethanol=10:1. Recrystallization of the corresponding fractions ... Starting materials: CN1C(C(C2=CC=CC=C12)=C(C1=CC=CC=C1)O)=O (1-methyl-3-(1-hydroxy-1-phenyl-methylidene)-2-indolinone), P(Cl)(Cl)(Cl)(Cl)Cl (phosphorus pentachloride), NC=1C=C(C#N)C=CC1 (3-aminobenzonitrile). Yields the product CN1C(\C(\C2=CC=CC=C12)=C(\C1=CC=CC=C1)/NC1=CC(=CC=C1)C#N)=O ((Z)-1-methyl-3-[1-(3-cyanophenylamino)-1-phenyl-methylidene]-2-indolinone). RXN SMILES: [CH3:1][N:2]1[C:10]2[C:5](=[CH:6][CH:7]=[CH:8][CH:9]=2)[C:4](=[C:11](O)[C:12]2[CH:17]=[CH:16][CH:15]=[CH:14][CH:13]=2)[C:3]1=[O:19].P(Cl)(Cl)(Cl)(Cl)Cl.[NH2:26][C:27]1[CH:28]=[C:29]([CH:32]=[CH:33][CH:34]=1)[C:30]#[N:31]>>[CH3:1][N:2]1[C:10]2[C:5](=[CH:6][CH:7]=[CH:8][CH:9]=2)/[C:4](=[C:11](/[NH:26][C:27]2[CH:34]=[CH:33][CH:32]=[C:29]([C:30]#[N:31])[CH:28]=2)\[C:12]2[CH:17]=[CH:16][CH:15]=[CH:14][CH:13]=2)/[C:3]1=[O:19]. Reported procedure: Prepared analogously to Example 2 from 1-methyl-3-(1-hydroxy-1-phenyl-methylidene)-2-indolinone, phosphorus pentachloride and 3-aminobenzonitrile. Reactants: [Cl-], [Cl-], Cl, O=N[O-], [Na+], O=S=O, N#[N+]c1ccccc1. Yields the product O=S(=O)(Cl)c1ccccc1. As a reaction SMILES: [Cl-:17].[Cl-:5].[ClH:18].[N:1]([O-:2])=[O:3].[Na+:4].[O:14]=[S:15]=[O:16].[c:6]1([N+:12]#[N:13])[cH:7][cH:8][cH:9][cH:10][cH:11]1>>[Cl:5][S:15]([c:6]1[cH:7][cH:8][cH:9][cH:10][cH:11]1)(=[O:14])=[O:16]. The reactants are CC(=O)C(C(=O)CSc1ccccc1)C(=O)OC(C)(C)C, O=C(O)C(F)(F)F. Yields the product CC(=O)CC(=O)CSc1ccccc1. As a reaction SMILES: [C:1]([CH3:2])(=[O:3])[CH:4]([C:5]([O:6][C:7]([CH3:8])([CH3:9])[CH3:10])=[O:11])[C:12]([CH2:13][S:14][c:15]1[cH:16][cH:17][cH:18][cH:19][cH:20]1)=[O:21].[F:22][C:23]([F:24])([F:25])[C:26]([OH:27])=[O:28]>>[C:1]([CH3:2])(=[O:3])[CH2:4][C:12]([CH2:13][S:14][c:15]1[cH:16][cH:17][cH:18][cH:19][cH:20]1)=[O:21]. Reactants: C(C)C1(OCCO1)CCCCCC(O)C=1N(C=C(N1)C1=CC2=CC=CC=C2C=C1)COCC[Si](C)(C)C (6-(2-ethyl-1,3-dioxolan-2-yl)-1-(4-(2-naphthyl)-1-{[2-(trimethylsilyl)ethoxy]methyl}-1H-imidazol-2-yl)hexan-1-ol). Solvent: C(=O)(C(F)(F)F)O.C(Cl)Cl (TFA DCM). Run at time 4 hour. Yields the product OC(CCCCCC(CC)=O)C=1NC(=CN1)C1=CC2=CC=CC=C2C=C1 (9-Hydroxy-9-[5(2-naphthyl)-1H-imidazol-2-yl]nonan-3-one). Reaction SMILES: [CH2:1]([C:3]1([CH2:8][CH2:9][CH2:10][CH2:11][CH2:12][CH:13]([C:15]2[N:16](COCC[Si](C)(C)C)[CH:17]=[C:18]([C:20]3[CH:29]=[CH:28][C:27]4[C:22](=[CH:23][CH:24]=[CH:25][CH:26]=4)[CH:21]=3)[N:19]=2)[OH:14])OCC[O:4]1)[CH3:2]>C(O)(C(F)(F)F)=O.C(Cl)Cl>[OH:14][CH:13]([C:15]1[NH:19][C:18]([C:20]2[CH:29]=[CH:28][C:27]3[C:22](=[CH:23][CH:24]=[CH:25][CH:26]=3)[CH:21]=2)=[CH:17][N:16]=1)[CH2:12][CH2:11][CH2:10][CH2:9][CH2:8][C:3](=[O:4])[CH2:1][CH3:2] |f:1.2|. Procedure details: The alcohol F2 was dissolved in TFA/DCM (1:1) and stirred for 4 hr at RT. The reaction was quenched with sat. aq. NaHCO3 solution and the aqueous phase was extracted with EtOAc. The combined organic extracts were dried (MgSO4) and solvent was removed under reduced pressure. The crude product was purified by flash chromatography, using EtOAc/petroleum ether as eluents and the product was obtained as a white solid. 1H NMR (300 MHz, DMSO) δ: 8.30 (1H, s), 7.97-7.75 (6H, m), 7.58-7.41 (2H, m), 5.81 ... Reactants: COC=1N=C2[C@@H](C[C@@H](NC2=CC1)C)NC(C)=O ((+/−)-cis-N-(6-methoxy-2-methyl-1,2,3,4-tetrahydro-[1,5]naphthyridin-4-yl)acetamide), CN(C)C1=NC=CC=C1 (dimethylaminopyridine), C[C@@H]1NC2=CC=C(N=C2[C@@H](C1)NC(C)=O)C(F)(F)F ((+/−)-cis-N-(2-methyl-6-trifluoromethyl-1,2,3,4-tetrahydro-[1,5]naphthyridin-4-yl)acetamide), ClC(=O)OC(C)C (isopropyl chloroformate). The solvent is N1=CC=CC=C1 (pyridine). Yields the product C(C)(C)OC(=O)N1[C@H](C[C@H](C2=NC(=CC=C12)C(F)(F)F)NC(C)=O)C ((+/−)-cis-4-Acetylamino-2-methyl-6-trifluoromethyl-3,4-dihydro-2H-[1,5]naphthyridine-1-carboxylic acid isopropyl ester). Yield: 68.0%. RXN SMILES: COC1N=C2C(=CC=1)N[C@@H](C)C[C@H]2NC(=O)C.[CH3:18][C@H:19]1[CH2:28][C@@H:27]([NH:29][C:30](=[O:32])[CH3:31])[C:26]2[C:21](=[CH:22][CH:23]=[C:24]([C:33]([F:36])([F:35])[F:34])[N:25]=2)[NH:20]1.Cl[C:38]([O:40][CH:41]([CH3:43])[CH3:42])=[O:39].CN(C1C=CC=CN=1)C>N1C=CC=CC=1>[CH:41]([O:40][C:38]([N:20]1[C:21]2[C:26](=[N:25][C:24]([C:33]([F:34])([F:36])[F:35])=[CH:23][CH:22]=2)[C@H:27]([NH:29][C:30](=[O:32])[CH3:31])[CH2:28][C@@H:19]1[CH3:18])=[O:39])([CH3:43])[CH3:42]. Procedure: Prepare the title compound by essentially following the procedure described in Example 46, Step 2, by replacing (+/−)-cis-N-(6-methoxy-2-methyl-1,2,3,4-tetrahydro-[1,5]naphthyridin-4-yl)acetamide, with (+/−)-cis-N-(2-methyl-6-trifluoromethyl-1,2,3,4-tetrahydro-[1,5]naphthyridin-4-yl)acetamide (0.140.g, 0.512 mmol), and using isopropyl chloroformate, pyridine, and dimethylaminopyridine. Purify using silica gel column chromatography (gradient eluent, 0-5% MeOH in ethyl acetate) to provide the titl...